Dataset: the Open Reaction Database (ORD), a public repository of structured organic reaction records. Task: describe an organic reaction: reactants, conditions, products, and yield The reactants are C(C)OC(C(C(C(=O)C1=CC(=CC=C1)Br)C)=O)=O (4-(3-bromo-phenyl)-3-methyl-2,4-dioxo-butyric acid ethyl ester), BrC=1C=C(C=CC1)C(CC)=O (3′-bromopropiophenone), C(C(=O)OCC)(=O)OCC (diethyl oxalate), carbonyl, CNN (methylhydrazine). Run in CO (MeOH). Conditions: temperature 65 celsius. Product: C(C)OC(=O)C=1N(N=C(C1C)C1=CC(=CC=C1)Br)C (5-(3-bromo-phenyl)-2,4-dimethyl-2H-pyrazole-3-carboxylic acid ethyl ester), C(C)OC(=O)C1=NN(C(=C1C)C1=CC(=CC=C1)Br)C (5-(3-bromo-phenyl)-1,4-dimethyl-1H-pyrazole-3-carboxylic acid ethyl ester). Reaction SMILES: [CH2:1]([O:3][C:4](=[O:18])[C:5](=O)[CH:6]([CH3:16])[C:7]([C:9]1[CH:14]=[CH:13][CH:12]=[C:11]([Br:15])[CH:10]=1)=O)[CH3:2].BrC1C=C(C(=O)CC)C=CC=1.C(OCC)(=O)C(OCC)=O.[CH3:40][NH:41][NH2:42]>CO>[CH2:1]([O:3][C:4]([C:5]1[N:41]([CH3:40])[N:42]=[C:7]([C:9]2[CH:14]=[CH:13][CH:12]=[C:11]([Br:15])[CH:10]=2)[C:6]=1[CH3:16])=[O:18])[CH3:2].[CH2:1]([O:3][C:4]([C:5]1[C:6]([CH3:16])=[C:7]([C:9]2[CH:14]=[CH:13][CH:12]=[C:11]([Br:15])[CH:10]=2)[N:41]([CH3:40])[N:42]=1)=[O:18])[CH3:2]. Reported procedure: 4.00 g (8.02 mmol) of 4-(3-bromo-phenyl)-3-methyl-2,4-dioxo-butyric acid ethyl ester (synthesized from 3′-bromopropiophenone and diethyl oxalate, following a procedure described in Ksander, Gary M.; McMurry, John E.; Johnson, Mark. A method for the synthesis of unsaturated carbonyl compounds. Journal of Organic Chemistry (1977), 42(7), 1180-5) were dissolved in 12.20 ml of MeOH and 0.37 g (8.02 mmol) of methylhydrazine were added. The reaction was heated under reflux (65° C.) for 1 h. Then the r... Reactants: CC(C)(C)[Si](OCCCCc1cccc(S(=O)C2CCCC2)c1)(c1ccccc1)c1ccccc1, CCCC[N+](CCCC)(CCCC)CCCC, C1CCOC1, [F-]. The product is O=S(c1cccc(CCCCO)c1)C1CCCC1. RXN SMILES: [C:1]([Si:2]([c:3]1[cH:4][cH:5][cH:6][cH:7][cH:8]1)([c:9]1[cH:10][cH:11][cH:12][cH:13][cH:14]1)[O:18][CH2:19][CH2:20][CH2:21][CH2:22][c:23]1[cH:24][c:25]([S:29](=[O:30])[CH:31]2[CH2:32][CH2:33][CH2:34][CH2:35]2)[cH:26][cH:27][cH:28]1)([CH3:15])([CH3:16])[CH3:17].[CH2:37]([N+:38]([CH2:39][CH2:40][CH2:41][CH3:42])([CH2:43][CH2:44][CH2:45][CH3:46])[CH2:47][CH2:48][CH2:49][CH3:50])[CH2:51][CH2:52][CH3:53].[CH2:54]1[O:55][CH2:56][CH2:57][CH2:58]1.[F-:36]>>[OH:18][CH2:19][CH2:20][CH2:21][CH2:22][c:23]1[cH:24][c:25]([S:29](=[O:30])[CH:31]2[CH2:32][CH2:33][CH2:34][CH2:35]2)[cH:26][cH:27][cH:28]1. Reactants: CCN1C(=O)CCC1C(=O)OC(C)(C)C, ClCCl, O=C(O)C(F)(F)F. Reaction SMILES: [CH2:1]([CH3:2])[N:3]1[CH:4]([C:5](=[O:6])[O:7][C:8]([CH3:9])([CH3:10])[CH3:11])[CH2:12][CH2:13][C:14]1=[O:15].[Cl:23][CH2:24][Cl:25].[OH:16][C:17]([C:18]([F:19])([F:20])[F:21])=[O:22]>>[CH2:1]([CH3:2])[N:3]1[CH:4]([C:5](=[O:6])[OH:7])[CH2:12][CH2:13][C:14]1=[O:15]. The product is CCN1C(=O)CCC1C(=O)O.